Dataset: the Open Reaction Database (ORD), a public repository of structured organic reaction records. Task: describe an organic reaction: reactants, conditions, products, and yield Reactants: ClC1=C(C=CC=C1Cl)C1OC1 (2,3-dichlorophenyloxirane), C1(CCC1)N (cyclobutylamine). Run in O (water). Reaction conditions: temperature 60 celsius. Product: C1(CCC1)NCC(O)C1=C(C(=CC=C1)Cl)Cl (2-cyclobutylamino-1-(2,3-dichlorophenyl)ethanol). RXN SMILES: [Cl:1][C:2]1[C:7]([Cl:8])=[CH:6][CH:5]=[CH:4][C:3]=1[CH:9]1[CH2:11][O:10]1.[CH:12]1([NH2:16])[CH2:15][CH2:14][CH2:13]1>O>[CH:12]1([NH:16][CH2:11][CH:9]([C:3]2[CH:4]=[CH:5][CH:6]=[C:7]([Cl:8])[C:2]=2[Cl:1])[OH:10])[CH2:15][CH2:14][CH2:13]1. Reported procedure: To 2,3-dichlorophenyloxirane prepared in step 1 (assumed 0.3 mmol) was added cyclobutylamine (5.86 mmol, 0.5 ml). The solution was heated at 60° C. in a capped test tube overnight. The solution was diluted with water (1 ml), extracted with ethyl acetate (1 ml) and washed with water (2×1 ml). The solution was concentrated by vacuum centrifuge overnight to give 2-cyclobutylamino-1-(2,3-dichlorophenyl)ethanol and used without further purification. As a reaction SMILES: [C:31].[CH3:25][C:26](=[O:27])[O-:28].[CH:33]([OH:34])([CH3:35])[CH3:36].[Cl:1][c:2]1[cH:3][c:4]2[c:5](=[O:23])[c:6]([CH3:22])[c:7](-[c:16]3[cH:17][cH:18][cH:19][cH:20][cH:21]3)[o:8][c:9]2[c:10]([C:12](=[O:13])[O:14][CH3:15])[cH:11]1.[H:29][H:30].[Na+:24].[Pd:32]>>[cH:2]1[cH:3][c:4]2[c:5](=[O:23])[c:6]([CH3:22])[c:7](-[c:16]3[cH:17][cH:18][cH:19][cH:20][cH:21]3)[o:8][c:9]2[c:10]([C:12](=[O:13])[O:14][CH3:15])[cH:11]1. Yields the product COC(=O)c1cccc2c(=O)c(C)c(-c3ccccc3)oc12. The reactants are C, CC(=O)[O-], CC(C)O, COC(=O)c1cc(Cl)cc2c(=O)c(C)c(-c3ccccc3)oc12, [H][H], [Na+], [Pd]. Starting materials: ClC=1C=CC(=C(C=O)C1)[N+](=O)[O-] (5-chloro-2-nitro-benzaldehyde), ClC=1C=CC(=C(C=O)C1)[N+](=O)[O-] (5-chloro-2-nitro-benzaldehyde), COC(OC)OC (trimethoxy-methane), CC=1C=CC(=CC1)S(=O)(=O)O (PTSA), C(=O)([O-])[O-].[Na+].[Na+] (Na2CO3). Solvent: CO (methanol). Reaction conditions: time 5 minute. The product is ClC1=CC(=C(C=C1)[N+](=O)[O-])C(OC)OC (4-Chloro-2-dimethoxymethyl-1-nitro-benzene). As a reaction SMILES: [Cl:1][C:2]1[CH:3]=[CH:4][C:5]([N+:10]([O-:12])=[O:11])=[C:6]([CH:9]=1)C=O.[CH3:13][O:14][CH:15](OC)[O:16][CH3:17].CC1C=CC(S(O)(=O)=O)=CC=1.C([O-])([O-])=O.[Na+].[Na+]>CO>[Cl:1][C:2]1[CH:3]=[CH:4][C:5]([N+:10]([O-:12])=[O:11])=[C:6]([CH:15]([O:16][CH3:17])[O:14][CH3:13])[CH:9]=1 |f:3.4.5|. Procedure: A mixture of 5-chloro-2-nitro-benzaldehyde (0.0792 mol), trimethoxy-methane (0.126 mol) and PTSA (0.00079 mol) in methanol (80 mL) was refluxed until the 5-chloro-2-nitro-benzaldehyde had completely reacted. The mixture was cooled, Na2CO3 was added, and the reaction mixture was stirred for 5 min. The mixture was filtered and the filtrate was evaporated under reduced pressure to yield the title compound as a residue.